This data is from the Open Reaction Database (ORD), a public repository of structured organic reaction records. The task is: describe an organic reaction: reactants, conditions, products, and yield RXN SMILES: [Cl:40][CH2:41][Cl:42].[NH2:1][c:2]1[c:3]([NH:8][C:9]([c:10]2[cH:11][cH:12][c:13]([N:16]3[CH2:17][CH:18]([S:21][c:22]4[n:23][cH:24][cH:25][cH:26][cH:27]4)[CH2:19][CH2:20]3)[cH:14][cH:15]2)=[O:28])[cH:4][cH:5][cH:6][cH:7]1.[OH:29][O:30][C:31]([c:32]1[cH:33][c:34]([Cl:35])[cH:36][cH:37][cH:38]1)=[O:39]>>[NH2:1][c:2]1[c:3]([NH:8][C:9]([c:10]2[cH:11][cH:12][c:13]([N:16]3[CH2:17][CH:18]([S:21]([c:22]4[n:23][cH:24][cH:25][cH:26][cH:27]4)=[O:29])[CH2:19][CH2:20]3)[cH:14][cH:15]2)=[O:28])[cH:4][cH:5][cH:6][cH:7]1. Starting materials: ClCCl, Nc1ccccc1NC(=O)c1ccc(N2CCC(Sc3ccccn3)C2)cc1, O=C(OO)c1cccc(Cl)c1. The product is Nc1ccccc1NC(=O)c1ccc(N2CCC(S(=O)c3ccccn3)C2)cc1. Starting materials: COC1=CC=C(C=C1)NC1=NN(C=C1)C1=CC=C(OCC(=O)OCC)C=C1 (Ethyl 4-[3-(4-methoxyphenylamino)-1H-pyrazol-1-yl]phenoxyacetate). Solvent: C(C)O (ethanol), [OH-].[Na+] (sodium hydroxide). The product is COC1=CC=C(C=C1)NC1=NN(C=C1)C1=CC=C(OCC(=O)O)C=C1 (4-[3-(4-Methoxyphenylamino)-1H-pyrazol-1-yl]phenoxyacetic acid). Isolated yield 92.0%. As a reaction SMILES: [CH3:1][O:2][C:3]1[CH:8]=[CH:7][C:6]([NH:9][C:10]2[CH:14]=[CH:13][N:12]([C:15]3[CH:27]=[CH:26][C:18]([O:19][CH2:20][C:21]([O:23]CC)=[O:22])=[CH:17][CH:16]=3)[N:11]=2)=[CH:5][CH:4]=1>C(O)C.[OH-].[Na+]>[CH3:1][O:2][C:3]1[CH:4]=[CH:5][C:6]([NH:9][C:10]2[CH:14]=[CH:13][N:12]([C:15]3[CH:27]=[CH:26][C:18]([O:19][CH2:20][C:21]([OH:23])=[O:22])=[CH:17][CH:16]=3)[N:11]=2)=[CH:7][CH:8]=1 |f:2.3|. Procedure: Ethyl 4-[3-(4-methoxyphenylamino)-1H-pyrazol-1-yl]phenoxyacetate (1.0 g) in ethanol (200 ml) and 10% sodium hydroxide (5 ml) was heated to reflux for 1 hour. Upon cooling, the resultant pink solid was filtered off and treated with a little 10% hydrochloric acid to give a violet solid which was filtered off, rinsed with water and dried to give the title compound (0.85 g), mp 163°-165°. The reactants are FC(C=1N=C2N(C=C(C=C2)C2(C(CCCC2)=O)C(NC)=S)C1)(F)F (1-(2-trifluoromethylimidazo-[1,2-a ]pyridin-6-yl)-N-methyl-2-oxocyclohexanecarbothioamide), [BH4-].[Na+] (sodium borohydride), O (water). The solvent is CO (methanol). As a reaction SMILES: [F:1][C:2]([F:24])([F:23])[C:3]1[N:4]=[C:5]2[CH:10]=[CH:9][C:8]([C:11]3([C:18](=[S:21])[NH:19][CH3:20])[CH2:16][CH2:15][CH2:14][CH2:13][C:12]3=[O:17])=[CH:7][N:6]2[CH:22]=1.[BH4-].[Na+].O>CO>[OH:17][CH:12]1[CH2:13][CH2:14][CH2:15][CH2:16][C:11]1([C:8]1[CH:9]=[CH:10][C:5]2[N:6]([CH:22]=[C:3]([C:2]([F:24])([F:23])[F:1])[N:4]=2)[CH:7]=1)[C:18](=[S:21])[NH:19][CH3:20] |f:1.2|. Conditions: time 1 hour. Yields the product OC1C(CCCC1)(C(NC)=S)C=1C=CC=2N(C1)C=C(N2)C(F)(F)F (2-Hydroxy-N-methyl-1-(2-trifluoromethylimidazo[1,2-a]-pyridin-6-yl) cyclohexanecarbothioamide). Yield: 81.8%. Procedure: 1.86 g of 1-(2-trifluoromethylimidazo-[1,2-a ]pyridin-6-yl)-N-methyl-2-oxocyclohexanecarbothioamide was suspended in 17 ml of methanol. The obtained suspension was cooled with ice, followed by the addition of 0.08 g of sodium borohydride. The obtained mixture was stirred for one hour, followed by the addition of water. The resulting mixture was extracted with chloroform. The organic phase was dried over anhydrous magnesium sulfate and freed from the solvent by distillation. The obtained solid wa...